The task is: describe an organic reaction: reactants, conditions, products, and yield. This data is from the Open Reaction Database (ORD), a public repository of structured organic reaction records. Starting materials: C(C)(C)(C)OC(=O)N1CCC(CC1)=O (4-oxo-piperidine-1-carboxylic acid tert-butyl ester), BrC=1C=CC(=NC1)OC=1C=C(CP(OCC)(OCC)=O)C=CC1 (Diethyl 3-(5-bromopyridin-2-yloxy)benzylphosphonate), [H-].[Na+] (sodium hydride), O (Water), [H-].[Na+] (sodium hydride). Reagents/catalysts: O1CCOCCOCCOCCOCC1 (1,4,7,10,13-pentaoxacyclopentadecane). Run in C1CCOC1 (THF), C1CCOC1 (THF). Reaction conditions: temperature 0 celsius, time 30 minute. Product: BrC=1C=CC(=NC1)OC=1C=C(C=C2CCN(CC2)C(=O)OC(C)(C)C)C=CC1 (tert-Butyl 4-(3-(5-bromopyridin-2-yloxy)benzylidene)piperidine-1-carboxylate). Yield: 61.5%. Reaction SMILES: [Br:1][C:2]1[CH:3]=[CH:4][C:5]([O:8][C:9]2[CH:10]=[C:11]([CH:21]=[CH:22][CH:23]=2)[CH2:12]P(=O)(OCC)OCC)=[N:6][CH:7]=1.[H-].[Na+].[C:26]([O:30][C:31]([N:33]1[CH2:38][CH2:37][C:36](=O)[CH2:35][CH2:34]1)=[O:32])([CH3:29])([CH3:28])[CH3:27].O>C1COCC1.O1CCOCCOCCOCCOCC1>[Br:1][C:2]1[CH:3]=[CH:4][C:5]([O:8][C:9]2[CH:10]=[C:11]([CH:21]=[CH:22][CH:23]=2)[CH:12]=[C:36]2[CH2:37][CH2:38][N:33]([C:31]([O:30][C:26]([CH3:29])([CH3:28])[CH3:27])=[O:32])[CH2:34][CH2:35]2)=[N:6][CH:7]=1 |f:1.2|. Procedure details: Diethyl 3-(5-bromopyridin-2-yloxy)benzylphosphonate (2.00 g, 5.00 mmol) from Step 3 and 1,4,7,10,13-pentaoxacyclopentadecane (15-Crown-5, 0.025 mL, 0.13 mmol) were combined in THF (7 mL). The mixture was cooled to 0° C. and sodium hydride (210 mg, 60% dispersion in mineral oil, 5.25 mmol) was added. The reaction was warmed to room temperature, stirred for 30 min and then cooled back to 0° C. A solution of 4-oxo-piperidine-1-carboxylic acid tert-butyl ester (1.05 g, 5.25 mmol) in THF (4 mL) was a... The reactants are CC(C)CC(NC(=O)C(Cc1c[nH]cn1)NC(=O)CNC(=O)c1ccccc1)C(=O)O, O. The product is O=C(O)CNC(=O)c1ccccc1. RXN SMILES: [C:1]([CH2:2][NH:3][C:4](=[O:5])[c:6]1[cH:7][cH:8][cH:9][cH:10][cH:11]1)(=[O:12])[NH:13][CH:14]([C:15]([NH:16][CH:17]([C:18]([OH:19])=[O:20])[CH2:21][CH:22]([CH3:23])[CH3:24])=[O:25])[CH2:26][c:27]1[n:28][cH:29][nH:30][cH:31]1.[OH2:32]>>[C:1]([CH2:2][NH:3][C:4](=[O:5])[c:6]1[cH:7][cH:8][cH:9][cH:10][cH:11]1)([OH:12])=[O:32]. Starting materials: CSCc1cccc2cc[nH]c12, Cc1ccc(C(C)(O)C2CC2)cc1, ClCCl, O=C(O)C(F)(F)F. Product: CSCc1cccc2c(C(C)(c3ccc(C)cc3)C3CC3)c[nH]c12. As a reaction SMILES: [CH3:8][S:9][CH2:10][c:11]1[cH:12][cH:13][cH:14][c:15]2[cH:16][cH:17][nH:18][c:19]12.[CH:20]1([C:23]([CH3:24])([OH:25])[c:26]2[cH:27][cH:28][c:29]([CH3:32])[cH:30][cH:31]2)[CH2:21][CH2:22]1.[Cl:33][CH2:34][Cl:35].[OH:1][C:2]([C:3]([F:4])([F:5])[F:6])=[O:7]>>[CH3:8][S:9][CH2:10][c:11]1[cH:12][cH:13][cH:14][c:15]2[c:16]([C:23]([CH:20]3[CH2:21][CH2:22]3)([CH3:24])[c:26]3[cH:27][cH:28][c:29]([CH3:32])[cH:30][cH:31]3)[cH:17][nH:18][c:19]12. Reactants: CC#N, ClCCl, O=S(=O)(Cl)c1ccc(F)cc1, NCCCCn1c(-c2ccccc2)nc2c(N)nc3ccccc3c21. Product: Nc1nc2ccccc2c2c1nc(-c1ccccc1)n2CCCCNS(=O)(=O)c1ccc(F)cc1. Reaction SMILES: [CH3:37][C:38]#[N:39].[Cl:40][CH2:41][Cl:42].[F:26][c:27]1[cH:28][cH:29][c:30]([S:33](=[O:34])(=[O:35])[Cl:36])[cH:31][cH:32]1.[NH2:1][CH2:2][CH2:3][CH2:4][CH2:5][n:6]1[c:7](-[c:20]2[cH:21][cH:22][cH:23][cH:24][cH:25]2)[n:8][c:9]2[c:10]([NH2:19])[n:11][c:12]3[cH:13][cH:14][cH:15][cH:16][c:17]3[c:18]12>>[NH:1]([CH2:2][CH2:3][CH2:4][CH2:5][n:6]1[c:7](-[c:20]2[cH:21][cH:22][cH:23][cH:24][cH:25]2)[n:8][c:9]2[c:10]([NH2:19])[n:11][c:12]3[cH:13][cH:14][cH:15][cH:16][c:17]3[c:18]12)[S:33]([c:30]1[cH:29][cH:28][c:27]([F:26])[cH:32][cH:31]1)(=[O:34])=[O:35]. The reactants are CC1=C(C=CC(=C1)[N+](=O)[O-])N1C(C(=CC=C1)CC(=O)O)=O ([1-(2-methyl-4-nitrophenyl)-2-oxo-1,2-dihydropyridin-3-yl]acetic acid), [Cl-].[Na+] (sodium chloride). Solvent: 2-methyl-THF, ClCCl (dichloromethane), Cl (hydrochloric acid). Conditions: time 16 hour. Yields the product OCCC=1C(N(C=CC1)C1=C(C=C(C=C1)[N+](=O)[O-])C)=O (3-(2-hydroxyethyl)-1-(2-methyl-4-nitrophenyl)pyridin-2(1H)-one). Isolated yield 83.8%. Reaction SMILES: [CH3:1][C:2]1[CH:7]=[C:6]([N+:8]([O-:10])=[O:9])[CH:5]=[CH:4][C:3]=1[N:11]1[CH:16]=[CH:15][CH:14]=[C:13]([CH2:17][C:18](O)=[O:19])[C:12]1=[O:21].[Cl-].[Na+]>ClCCl.Cl>[OH:19][CH2:18][CH2:17][C:13]1[C:12](=[O:21])[N:11]([C:3]2[CH:4]=[CH:5][C:6]([N+:8]([O-:10])=[O:9])=[CH:7][C:2]=2[CH3:1])[CH:16]=[CH:15][CH:14]=1 |f:1.2|. Procedure details: At 20° C., over the course of 20 min, 56.8 g (348 mmol) of borane-dimethylaniline complex were added dropwise to a solution of 50 g (174 mmol) of [1-(2-methyl-4-nitrophenyl)-2-oxo-1,2-dihydropyridin-3-yl]acetic acid in 100 ml of 2-methyl-THF. The mixture was after-stirred for 16 h and diluted with 500 ml of dichloromethane. Over the course of 30 min, this mixture was metered into a solution of 50 g of sodium chloride in 500 ml of 1M hydrochloric acid. The mixture was after-stirred for 1 h and th... The reactants are COc1ccc2c(c1)CN(C(=O)OCc1ccccc1)CC(=O)N2, CCOC(C)=O, CCO. Yields the product COc1ccc2c(c1)CNCC(=O)N2. RXN SMILES: [CH2:1]([O:2][C:3](=[O:4])[N:11]1[CH2:12][C:13](=[O:24])[NH:14][c:15]2[c:16]([cH:18][c:19]([O:22][CH3:23])[cH:20][cH:21]2)[CH2:17]1)[c:5]1[cH:6][cH:7][cH:8][cH:9][cH:10]1.[CH3:25][CH2:26][O:27][C:28](=[O:29])[CH3:30].[CH3:31][CH2:32][OH:33]>>[NH:11]1[CH2:12][C:13](=[O:24])[NH:14][c:15]2[c:16]([cH:18][c:19]([O:22][CH3:23])[cH:20][cH:21]2)[CH2:17]1. The reactants are CC(=O)SCC(C)C(=O)N(CC(=O)OC(C)(C)C)C1CCCC1, CO. Product: CC(CS)C(=O)N(CC(=O)OC(C)(C)C)C1CCCC1. As a reaction SMILES: [C:1]([CH3:2])([CH3:3])([CH3:4])[O:5][C:6]([CH2:7][N:8]([CH:9]1[CH2:10][CH2:11][CH2:12][CH2:13]1)[C:14]([CH:15]([CH2:16][S:17][C:18](=[O:19])[CH3:20])[CH3:21])=[O:22])=[O:23].[CH3:24][OH:25]>>[C:1]([CH3:2])([CH3:3])([CH3:4])[O:5][C:6]([CH2:7][N:8]([CH:9]1[CH2:10][CH2:11][CH2:12][CH2:13]1)[C:14]([CH:15]([CH2:16][SH:17])[CH3:21])=[O:22])=[O:23]. Starting materials: BrC=1C(=CC(=C(N)C1)F)F (5-bromo-2,4-difluoroaniline), CC=1C=C(C(=O)OC)C=CC1B1OC(C(O1)(C)C)(C)C (methyl 3-methyl-4-(4,4,5,5-tetramethyl-1,3,2-dioxaborolan-2-yl)benzoate), CC=1C=C(C(=O)OC)C=CC1B1OC(C(O1)(C)C)(C)C (methyl 3-methyl-4-(4,4,5,5-tetramethyl-1,3,2-dioxaborolan-2-yl)benzoate), C([O-])([O-])=O.[Na+].[Na+] (sodium carbonate). Reagents/catalysts: ClCCl.[Pd](Cl)Cl.C1(=CC=CC=C1)P([C-]1C=CC=C1)C1=CC=CC=C1.[C-]1(C=CC=C1)P(C1=CC=CC=C1)C1=CC=CC=C1.[Fe+2] (1,1′-bis(diphenylphosphino) ferrocene-palladium dichloride dichloromethane). Run in C(C)O (ethanol). The product is NC=1C(=CC(=C(C1)C1=C(C=C(C=C1)C(=O)OC)C)F)F (Methyl 5′-amino-2′,4′-difluoro-2-methylbiphenyl-4-carboxylate). RXN SMILES: Br[C:2]1[C:3]([F:10])=[CH:4][C:5]([F:9])=[C:6]([CH:8]=1)[NH2:7].[CH3:11][C:12]1[CH:13]=[C:14]([CH:19]=[CH:20][C:21]=1B1OC(C)(C)C(C)(C)O1)[C:15]([O:17][CH3:18])=[O:16].C(=O)([O-])[O-].[Na+].[Na+]>ClCCl.[Pd](Cl)Cl.C1(P(C2C=CC=CC=2)[C-]2C=CC=C2)C=CC=CC=1.[C-]1(P(C2C=CC=CC=2)C2C=CC=CC=2)C=CC=C1.[Fe+2].C(O)C>[NH2:7][C:6]1[C:5]([F:9])=[CH:4][C:3]([F:10])=[C:2]([C:21]2[CH:20]=[CH:19][C:14]([C:15]([O:17][CH3:18])=[O:16])=[CH:13][C:12]=2[CH3:11])[CH:8]=1 |f:2.3.4,5.6.7.8.9|. Procedure: 5-bromo-2,4-difluoroaniline (500 mg, 2.40 mmol), methyl 3-methyl-4-(4,4,5,5-tetramethyl-1,3,2-dioxaborolan-2-yl)benzoate (INTERMEDIATE 16, 797 mg, 2.88 mmol), sodium carbonate (2.40 mL, aq., 2M, 2.88 mmol), 1,1′-bis(diphenylphosphino) ferrocene-palladium dichloride dichloromethane adduct (196 mg, 0.24 mmol) and ethanol (15 ml) were heated in an 80° C. oil bath for 3 hours then allowed to cool to ambient overnight. Volatiles were removed under reduced pressure. The pot residue was worked up w/DCM... As a reaction SMILES: [Br:1][c:2]1[cH:3][cH:4][c:5]([C:7](=[O:8])[O:9][CH3:10])[s:6]1.[CH2:27]([CH2:28][O:29][CH3:30])[O:31][CH3:32].[CH3:33][CH2:34][O:35][C:36](=[O:37])[CH3:38].[Na+:21].[Na+:22].[O-:23][C:24](=[O:25])[O-:26].[n:11]1[cH:12][cH:13][c:14]([O:17][B:18]([OH:19])[OH:20])[cH:15][cH:16]1>>[c:2]1(-[c:14]2[cH:13][cH:12][n:11][cH:16][cH:15]2)[cH:3][cH:4][c:5]([C:7](=[O:8])[O:9][CH3:10])[s:6]1. Reactants: COC(=O)c1ccc(Br)s1, COCCOC, CCOC(C)=O, [Na+], [Na+], O=C([O-])[O-], OB(O)Oc1ccncc1. The product is COC(=O)c1ccc(-c2ccncc2)s1.